From a dataset of the Open Reaction Database (ORD), a public repository of structured organic reaction records. describe an organic reaction: reactants, conditions, products, and yield Reactants: FC=1C=C2C=C(N(C2=CC1)CC(=O)O)C (2(5-fluoro-2-methyl-1H-indol-1-yl)acetic acid), C1(=CC=CC=C1)S(=O)(=O)C1=C(C=O)C=CC=C1 (2-(phenylsulfonyl)benzaldehyde), C(C)[SiH](CC)CC (triethylsilane), FC(C(=O)O)(F)F (trifluoroacetic acid), N#N (N2), C(O)([O-])=O.[Na+] (sodium hydrogen carbonate). Solvent: ClCCl (dichloromethane). Reaction conditions: time 2 hour. The product is FC=1C=C2C(=C(N(C2=CC1)CC(=O)OCC)C)CC1=C(C=CC=C1)S(=O)(=O)C1=CC=CC=C1 (ethyl 2-(5-fluoro-2-methyl-3-(2-(phenylsulfonyl)benzyl)-1H-indol-1-yl)acetate). Reaction SMILES: [F:1][C:2]1[CH:3]=[C:4]2[C:8](=[CH:9][CH:10]=1)[N:7]([CH2:11][C:12]([OH:14])=[O:13])[C:6]([CH3:15])=[CH:5]2.[C:16]1([S:22]([C:25]2[CH:32]=[CH:31][CH:30]=[CH:29][C:26]=2[CH:27]=O)(=[O:24])=[O:23])[CH:21]=[CH:20][CH:19]=[CH:18][CH:17]=1.[CH2:33]([SiH](CC)CC)[CH3:34].FC(F)(F)C(O)=O.N#N.C(=O)([O-])O.[Na+]>ClCCl>[F:1][C:2]1[CH:3]=[C:4]2[C:8](=[CH:9][CH:10]=1)[N:7]([CH2:11][C:12]([O:14][CH2:33][CH3:34])=[O:13])[C:6]([CH3:15])=[C:5]2[CH2:27][C:26]1[CH:29]=[CH:30][CH:31]=[CH:32][C:25]=1[S:22]([C:16]1[CH:21]=[CH:20][CH:19]=[CH:18][CH:17]=1)(=[O:24])=[O:23] |f:5.6|. Procedure details: To a solution of 2(5-fluoro-2-methyl-1H-indol-1-yl)acetic acid (1.29 g, 1.49 mmol), 2-(phenylsulfonyl)benzaldehyde (1.50 g, 6.10 mmol) and triethylsilane (4.30 ml, 27.0 mmol) in dichloromethane (40 ml) was added trifluoroacetic acid (1.25 ml, 16.5 mmol) dropwise under N2 at 0° C. over 30 minutes. The reaction was warmed to room temperature and stirred for 2 hours. Saturated aqueous sodium hydrogen carbonate solution was added and the product extracted with dichloromethane. The combined organic e... Reactants: CCN=C=NCCCN(C)C, CCN(C(C)C)C(C)C, Cl, O=C(O)C(F)(F)F, NCC(=O)N1CCN(C(=O)c2ccccc2C(F)(F)F)CC1, CN(C)C=O, O, On1nnc2ccccc21, O=C(O)C1CCN(c2ccccc2)CC1. Yields the product O=C(NCC(=O)N1CCN(C(=O)c2ccccc2C(F)(F)F)CC1)C1CCN(c2ccccc2)CC1. As a reaction SMILES: [CH3:49][CH2:50][N:51]=[C:52]=[N:53][CH2:54][CH2:55][CH2:56][N:57]([CH3:58])[CH3:59].[CH:1]([N:2]([CH2:3][CH3:4])[CH:5]([CH3:6])[CH3:7])([CH3:8])[CH3:9].[ClH:60].[F:32][C:33]([F:34])([F:35])[C:36]([OH:37])=[O:38].[NH2:10][CH2:11][C:12](=[O:13])[N:14]1[CH2:15][CH2:16][N:17]([C:20]([c:21]2[c:22]([C:27]([F:28])([F:29])[F:30])[cH:23][cH:24][cH:25][cH:26]2)=[O:31])[CH2:18][CH2:19]1.[O:76]=[CH:77][N:78]([CH3:79])[CH3:80].[OH2:81].[OH:39][n:40]1[c:41]2[c:42]([cH:43][cH:44][cH:45][cH:46]2)[n:47][n:48]1.[c:61]1([N:67]2[CH2:68][CH2:69][CH:70]([C:73](=[O:74])[OH:75])[CH2:71][CH2:72]2)[cH:62][cH:63][cH:64][cH:65][cH:66]1>>[NH:10]([CH2:11][C:12](=[O:13])[N:14]1[CH2:15][CH2:16][N:17]([C:20]([c:21]2[c:22]([C:27]([F:28])([F:29])[F:30])[cH:23][cH:24][cH:25][cH:26]2)=[O:31])[CH2:18][CH2:19]1)[C:73]([CH:70]1[CH2:69][CH2:68][N:67]([c:61]2[cH:62][cH:63][cH:64][cH:65][cH:66]2)[CH2:72][CH2:71]1)=[O:74]. Reactants: CCC(CO)NC(c1ccccc1)(c1ccccc1)c1ccccc1, CS(C)=O, ClCCl, O=C(Cl)C(=O)Cl. The product is CCC(C=O)NC(c1ccccc1)(c1ccccc1)c1ccccc1. Reaction SMILES: [C:11]([c:12]1[cH:13][cH:14][cH:15][cH:16][cH:17]1)([c:18]1[cH:19][cH:20][cH:21][cH:22][cH:23]1)([c:24]1[cH:25][cH:26][cH:27][cH:28][cH:29]1)[NH:30][CH:31]([CH2:32][OH:33])[CH2:34][CH3:35].[CH3:1][S:2]([CH3:3])=[O:4].[Cl:36][CH2:37][Cl:38].[Cl:5][C:6]([C:7]([Cl:8])=[O:9])=[O:10]>>[C:11]([c:12]1[cH:13][cH:14][cH:15][cH:16][cH:17]1)([c:18]1[cH:19][cH:20][cH:21][cH:22][cH:23]1)([c:24]1[cH:25][cH:26][cH:27][cH:28][cH:29]1)[NH:30][CH:31]([CH:32]=[O:33])[CH2:34][CH3:35]. Reactants: N1CCC(CC1)NC(=O)C=1NC2=CC=CC(=C2C1)OCC1=COC=C1 (4-(furan-3-ylmethoxy)-1H-indole-2-carboxylic acid piperidin-4-ylamide), O[C@@H](CN1C[C@H]([C@@H](CC1)OC(C(C)(C)C)=O)C)C (2,2-dimethyl-propionic acid (3R,4R)-1-((R)-2-hydroxy-propyl)-3-methyl-piperidin-4-yl ester), C(C)(C)(C)OC(NC1CCN(CC1)C[C@H](C)N1CCC(CC1)O)=O ({1-[(S)-2-(4-Hydroxy-piperidin-1-yl)-propyl]-piperidin-4-yl}-carbamic acid tert-butyl ester). Yields the product O[C@H]1[C@@H](CN(CC1)[C@H](CN1CCC(CC1)NC(=O)C=1NC2=CC=CC(=C2C1)OCC1=COC=C1)C)C (4-(Furan-3-ylmethoxy)-1H-indole-2-carboxylic acid {1-[(S)-2-((3R,4R)-4-hydroxy-3-methyl-piperidin-1-yl)-propyl]-piperidin-4-yl}-amide). RXN SMILES: [NH:1]1[CH2:6][CH2:5][CH:4]([NH:7][C:8]([C:10]2[NH:11][C:12]3[C:17]([CH:18]=2)=[C:16]([O:19][CH2:20][C:21]2[CH:25]=[CH:24][O:23][CH:22]=2)[CH:15]=[CH:14][CH:13]=3)=[O:9])[CH2:3][CH2:2]1.O[C@H:27](C)[CH2:28][N:29]1[CH2:34][CH2:33][C@@H:32]([O:35]C(=O)C(C)(C)C)[C@H:31]([CH3:42])[CH2:30]1.[C:44](OC(=O)NC1CCN(C[C@@H](N2CCC(O)CC2)C)CC1)(C)(C)C>>[OH:35][C@@H:32]1[CH2:33][CH2:34][N:29]([C@@H:28]([CH3:27])[CH2:44][N:1]2[CH2:6][CH2:5][CH:4]([NH:7][C:8]([C:10]3[NH:11][C:12]4[C:17]([CH:18]=3)=[C:16]([O:19][CH2:20][C:21]3[CH:25]=[CH:24][O:23][CH:22]=3)[CH:15]=[CH:14][CH:13]=4)=[O:9])[CH2:3][CH2:2]2)[CH2:30][C@H:31]1[CH3:42]. Procedure: This compound is synthesized from 4-(furan-3-ylmethoxy)-1H-indole-2-carboxylic acid piperidin-4-ylamide, 165 (see example 133) and 2,2-dimethyl-propionic acid (3R,4R)-1-((R)-2-hydroxy-propyl)-3-methyl-piperidin-4-yl ester, 164 (preparation see example 130) analogously to the method described in example 127, followed by pivaloyl cleavage as described for amine 55.